Dataset: the Open Reaction Database (ORD), a public repository of structured organic reaction records. Task: describe an organic reaction: reactants, conditions, products, and yield Starting materials: BrBr (bromine), ClC(C(F)(F)F)N=C(C1=CC=C(C=C1)Cl)Cl (N-[1-chloro-(2,2,2-trifluoroethyl)]-4-chlorobenzimidoyl chloride), C(C=C)#N (acrylonitrile), C(C)(C)N(C(C)C)CC (N,N-diisopropylethylamine). Solvent: C(C)(=O)OCC (ethyl acetate), CN(C=O)C (N,N-dimethyl-formamide), CCCCCCC (heptane). Reaction conditions: time 18 hour. Product: BrC=1C(=C(NC1C(F)(F)F)C1=CC=C(C=C1)Cl)C#N (4-Bromo-2-(4-chlorophenyl)-5-(trifluoromethyl)pyrrole-3-carbonitrile). Yield: 22.9%. RXN SMILES: Cl[CH:2]([N:7]=[C:8](Cl)[C:9]1[CH:14]=[CH:13][C:12]([Cl:15])=[CH:11][CH:10]=1)[C:3]([F:6])([F:5])[F:4].[C:17](#[N:20])[CH:18]=[CH2:19].C(N(CC)C(C)C)(C)C.[Br:30]Br>CN(C)C=O.CCCCCCC.C(OCC)(=O)C>[Br:30][C:19]1[C:18]([C:17]#[N:20])=[C:8]([C:9]2[CH:14]=[CH:13][C:12]([Cl:15])=[CH:11][CH:10]=2)[NH:7][C:2]=1[C:3]([F:6])([F:5])[F:4]. Procedure: A solution of N-[1-chloro-(2,2,2-trifluoroethyl)]-4-chlorobenzimidoyl chloride (5.80 g, 0.02 mol) and acrylonitrile (1.33 g, 0.025 mol) in N,N-dimethyl-formamide (15 mL) under a nitrogen atmosphere is treated with N,N-diisopropylethylamine (DIPEA, 7.8 g, 0.06 mol) over 30 minutes, heated to and held at 45-47° C. for 18 hours, cooled to room temperature, treated with bromine (3.2 g, 0.02 mol), stirred at room temperature for 1 hour, quenched with water, and extracted with ethyl acetate. The organ... Yields the product CC(C)(C)OC(=O)N1CCC(COC(CO)c2cc(Cl)cc3cn[nH]c23)(c2ccc(F)cc2)CC1. Starting materials: COC(=O)C(OCC1(c2ccc(F)cc2)CCN(C(=O)OC(C)(C)C)CC1)c1cc(Cl)cc2cn[nH]c12, CC(C)(C)OC(=O)N1CCC(COC(CO)c2cc(Cl)cc3cn(COCC[Si](C)(C)C)nc23)(c2ccc(F)cc2)CC1. RXN SMILES: [Cl:1][c:2]1[cH:3][c:4]2[cH:5][n:6][nH:7][c:8]2[c:9]([CH:11]([C:12](=[O:13])[O:14][CH3:15])[O:16][CH2:17][C:18]2([c:31]3[cH:32][cH:33][c:34]([F:37])[cH:35][cH:36]3)[CH2:19][CH2:20][N:21]([C:24](=[O:25])[O:26][C:27]([CH3:28])([CH3:29])[CH3:30])[CH2:22][CH2:23]2)[cH:10]1.[Cl:38][c:39]1[cH:40][c:41]([CH:42]([O:43][CH2:44][C:45]2([c:46]3[cH:47][cH:48][c:49]([F:50])[cH:51][cH:52]3)[CH2:53][CH2:54][N:55]([C:56]([O:57][C:58]([CH3:59])([CH3:60])[CH3:61])=[O:62])[CH2:63][CH2:64]2)[CH2:65][OH:66])[c:67]2[c:68]([cH:69][n:70]([CH2:71][O:72][CH2:73][CH2:74][Si:75]([CH3:76])([CH3:77])[CH3:78])[n:79]2)[cH:80]1>>[Cl:1][c:2]1[cH:3][c:4]2[cH:5][n:6][nH:7][c:8]2[c:9]([CH:11]([CH2:12][OH:13])[O:16][CH2:17][C:18]2([c:31]3[cH:32][cH:33][c:34]([F:37])[cH:35][cH:36]3)[CH2:19][CH2:20][N:21]([C:24](=[O:25])[O:26][C:27]([CH3:28])([CH3:29])[CH3:30])[CH2:22][CH2:23]2)[cH:10]1. Reactants: C(C)OCC (Diethyl ether), CC1=C(N=CN1)CN1C(N2C(=CC=3C=CC=CC23)C1)=O (2-(5-methyl-1H-imidazol-4-yl)methyl-1,2-dihydro-imidazo[1,5-a]indol-3-one), Cl (hydrochloric acid). The solvent is C(C)O (ethanol), C(C)O (ethanol). Yields the product Cl.CC1=C(N=CN1)CN1C(N2C(=CC=3C=CC=CC23)C1)=O (2-(5-methyl-1H-imidazol-4-yl)methyl-1,2-dihydro-imidazo [1,5-a]indol-3-one hydrochloride). RXN SMILES: [CH3:1][C:2]1[NH:6][CH:5]=[N:4][C:3]=1[CH2:7][N:8]1[CH2:19][C:11]2=[CH:12][C:13]3[CH:14]=[CH:15][CH:16]=[CH:17][C:18]=3[N:10]2[C:9]1=[O:20].[ClH:21].C(OCC)C>C(O)C>[ClH:21].[CH3:1][C:2]1[NH:6][CH:5]=[N:4][C:3]=1[CH2:7][N:8]1[CH2:19][C:11]2=[CH:12][C:13]3[CH:14]=[CH:15][CH:16]=[CH:17][C:18]=3[N:10]2[C:9]1=[O:20] |f:4.5|. Procedure details: To a solution of 2-(5-methyl-1H-imidazol-4-yl)methyl-1,2-dihydro-imidazo[1,5-a]indol-3-one (0.6 g; 0.00225 moles) in absolute ethanol (10 ml), an excess of a solution of hydrochloric acid in ethanol is added. Diethyl ether is added, the precipitate is filtered to give 0.65 g of the title product as a white solid. Reactants: C(C)(C)(C)OC(NCC=1SC=C(N1)C(NCCC1=CC(=CC=C1)Cl)=O)=O ({4-[2-(3-Chlorophenyl)ethylcarbamoyl]thiazol-2-ylmethyl}carbamic acid tert-butyl ester), Cl (HCl). Solvent: CO (methanol), O1CCOCC1 (dioxane). Reaction conditions: time 12 hour. The product is ClC=1C=C(C=CC1)CCNC(=O)C=1N=C(SC1)CN (2-Aminomethyl-thiazole-4-carboxylic acid [2-(3-chlorophenyl)ethyl]amide). RXN SMILES: C(OC(=O)[NH:7][CH2:8][C:9]1[S:10][CH:11]=[C:12]([C:14](=[O:25])[NH:15][CH2:16][CH2:17][C:18]2[CH:23]=[CH:22][CH:21]=[C:20]([Cl:24])[CH:19]=2)[N:13]=1)(C)(C)C.Cl>CO.O1CCOCC1>[Cl:24][C:20]1[CH:19]=[C:18]([CH2:17][CH2:16][NH:15][C:14]([C:12]2[N:13]=[C:9]([CH2:8][NH2:7])[S:10][CH:11]=2)=[O:25])[CH:23]=[CH:22][CH:21]=1. Procedure details: To a solution of {4-[2-(3-Chlorophenyl)ethylcarbamoyl]thiazol-2-ylmethyl}carbamic acid tert-butyl ester (0.73 g, 1.8 mmol) in methanol (10 mL) was added HCl in dioxane (4M solution, 10 mL). The mixture stirred for 12 hours. The methanol and dioxane were removed in vacuo and the resulting solid was vigorously mixed with 0.1 N NaOH and methylene chloride. The layers were separated and the aqueous layer was extracted with methylene chloride. The combined organic layers were washed with brine, dried... Starting materials: ClC1=CN=CC(=N1)C(=O)Cl (6-chloropyrazine-2-carbonyl Chloride), COC=1C=C(N)C=C(C1)OC (3,5-dimethoxyaniline). The solvent is C(Cl)Cl (CH2Cl2). Product: ClC1=CN=CC(=N1)C(=O)NC1=CC(=CC(=C1)OC)OC (6-chloro-N-(3,5-dimethoxyphenyl)pyrazine-2-carboxamide). As a reaction SMILES: [Cl:1][C:2]1[N:7]=[C:6]([C:8](Cl)=[O:9])[CH:5]=[N:4][CH:3]=1.[CH3:11][O:12][C:13]1[CH:14]=[C:15]([CH:17]=[C:18]([O:20][CH3:21])[CH:19]=1)[NH2:16]>C(Cl)Cl>[Cl:1][C:2]1[N:7]=[C:6]([C:8]([NH:16][C:15]2[CH:17]=[C:18]([O:20][CH3:21])[CH:19]=[C:13]([O:12][CH3:11])[CH:14]=2)=[O:9])[CH:5]=[N:4][CH:3]=1. Procedure details: The product from Example 15B was reacted with 3,5-dimethoxyaniline and TEA in CH2Cl2 as described in Example 15C to afford the title compound. MS (DCI/NH3) m/z 294 (M+H)+. Reactants: OB(O)c1ccccc1 (effective_coupling_partner), COc3nc(OC)nc(Oc2ccc1c(C)cc(=O)oc1c2)n3 (substrate). The reagents and catalysts are dppf. Run at temperature 110 celsius, time 24 hour. The product is Cc2cc(=O)oc3cc(c1ccccc1)ccc23. Starting materials: NC1=C(C=CC=C1)NC1=C(N(C=C1Cl)C)C(=O)OCC (ethyl 3-[(2-aminophenyl)amino]-4-chloro-1-methyl-1H-pyrrole-2-carboxylate), P(O)(O)(O)=O (phosphoric acid), N (ammonia). Solvent: ice water. Conditions: temperature 110 celsius. The product is ClC1=CN(C2=C1NC1=C(NC2=O)C=CC=C1)C (3-Chloro-1-methyl-1,4,9,10-tetrahydropyrrolo[3,2-b]-[1,5]benzodiazepin-10-one). As a reaction SMILES: [NH2:1][C:2]1[CH:7]=[CH:6][CH:5]=[CH:4][C:3]=1[NH:8][C:9]1[C:13]([Cl:14])=[CH:12][N:11]([CH3:15])[C:10]=1[C:16]([O:18]CC)=O.P(=O)(O)(O)O.N>>[Cl:14][C:13]1[C:9]2[NH:8][C:3]3[CH:4]=[CH:5][CH:6]=[CH:7][C:2]=3[NH:1][C:16](=[O:18])[C:10]=2[N:11]([CH3:15])[CH:12]=1. Reported procedure: A mixture of ethyl 3-[(2-aminophenyl)amino]-4-chloro-1-methyl-1H-pyrrole-2-carboxylate (27.4 g, 0.0933 mol) and 85% phosphoric acid (90 ml) is heated to 110° C. under water jet vacuum for 2 hours with stirring. While still hot, the reaction mixture is then stirred into ice water (1 liter) and adjusted to pH 6 with aqueous ammonia solution. The solid obtained (23.0 g) melted at 172°-175° C. after recrystallisation from acetonitrile. Reactants: N1CCC(CC1)C1=NN=C2N1C1=C(N=C2)NC=C1 (1-(piperidin-4-yl)-6H-pyrrolo[2,3-e][1,2,4]triazolo[4,3-a]pyrazine), N1=CC=CC=C1 (pyridine), C(#N)CC(=O)OC1=C(C(=C(C(=C1F)F)F)F)F (perfluorophenyl 2-cyanoacetate). Run in CN(C)C=O (DMF). Run at time 3 hour. Yields the product C1(=NN=C2N1C1=C(N=C2)NC=C1)C1CCN(CC1)C(CC#N)=O (3-(4-(6H-pyrrolo[2,3-e][1,2,4]triazolo[4,3-a]pyrazin-1-yl)piperidin-1-yl)-3-oxopropanenitrile). The yield is 4.4%. As a reaction SMILES: [NH:1]1[CH2:6][CH2:5][CH:4]([C:7]2[N:11]3[C:12]4[CH:18]=[CH:17][NH:16][C:13]=4[N:14]=[CH:15][C:10]3=[N:9][N:8]=2)[CH2:3][CH2:2]1.N1C=CC=CC=1.[C:25]([CH2:27][C:28](OC1C(F)=C(F)C(F)=C(F)C=1F)=[O:29])#[N:26]>CN(C=O)C>[C:7]1([CH:4]2[CH2:3][CH2:2][N:1]([C:28](=[O:29])[CH2:27][C:25]#[N:26])[CH2:6][CH2:5]2)[N:11]2[C:12]3[CH:18]=[CH:17][NH:16][C:13]=3[N:14]=[CH:15][C:10]2=[N:9][N:8]=1. Reported procedure: To a suspension of 1-(piperidin-4-yl)-6H-pyrrolo[2,3-e][1,2,4]triazolo[4,3-a]pyrazine (0.090 g, 0.37 mmol, Example #2) and pyridine (0.12 mL, 1.5 mmol) in DMF (5 mL) was added perfluorophenyl 2-cyanoacetate (0.14 g, 0.56 mmol, Preparation #6). After about 3 h at ambient temperature, the reaction mixture was quenched with MeOH (0.5 mL) and then purified by RP-HPLC (Table 2, Method b). The appropriate fractions were concentrated and lyophilized to afford 3-(4-(6H-pyrrolo[2,3-e][1,2,4]triazolo[4,3-... The reactants are ClC=1SC=CN1 (2-chlorothiazole), C(CCC)[Li] (n-butyllithium), O1CCCC1 (tetrahydrofuran), CN(C=O)C (N,N-dimethylformamide). Reaction conditions: temperature -78 celsius, time 10 minute. Yields the product CN(C=1SC(=CN1)C=O)C (2-(dimethylamino)thiazole-5-carboxaldehyde). The yield is 43.0%. RXN SMILES: Cl[C:2]1[S:3][CH:4]=[CH:5][N:6]=1.C([Li])CCC.[CH3:12][N:13]([CH3:16])C=O.[O:17]1CCC[CH2:18]1>>[CH3:12][N:13]([CH3:16])[C:2]1[S:3][C:4]([CH:18]=[O:17])=[CH:5][N:6]=1. Procedure details: To a solution of 2-chlorothiazole (300 mg, 2.51 mmol) in distilled tetrahydrofuran (4 mL) at −78° C. was added n-butyllithium (2.5M solution in hexane, 2.58 mmol, 1.03 mL) slowly dropwise. After stirring 10 min at −78° C., N,N-dimethylformamide (2.76 mmol, 0.213 mL) was added and the reaction was warmed slowly to room temperature over 2 h. The reaction mixture was quenched with water (80 μL) and stirred for 24 h at room temperature. After the volatiles were removed under reduced pressure, the re...